This data is from the Open Reaction Database (ORD), a public repository of structured organic reaction records. The task is: describe an organic reaction: reactants, conditions, products, and yield Starting materials: C(C)(C)(C)OC(=O)NC1=C(C(=O)NCC(=O)N[C@H]2CNCC2)C=C(C=C1)OC(F)(F)F ((R)-3-[N-{2-(tert-butoxycarbonylamino)-5-(trifluoromethoxy)benzoyl}glycyl]aminopyrrolidine), OC=1C=C(C=O)C=CC1OC (3-hydroxy-4-methoxybenzaldehyde), [BH3-]C#N.[Na+] (NaBH3CN), CO (methanol). The solvent is C(C)(=O)O (acetic acid). Run at temperature 60 celsius, time 8 hour. Product: NC1=C(C(=O)NCC(=O)N[C@H]2CN(CC2)CC2=CC(=C(C=C2)OC)O)C=C(C=C1)OC(F)(F)F ((R)-3-[{N-(2-amino-5-trifluoromethoxybenzoyl)glycyl}amino]-1-(3-hydroxy-4-methoxybenzyl)pyrrolidine). RXN SMILES: C(OC([NH:8][C:9]1[CH:26]=[CH:25][C:24]([O:27][C:28]([F:31])([F:30])[F:29])=[CH:23][C:10]=1[C:11]([NH:13][CH2:14][C:15]([NH:17][C@@H:18]1[CH2:22][CH2:21][NH:20][CH2:19]1)=[O:16])=[O:12])=O)(C)(C)C.[OH:32][C:33]1[CH:34]=[C:35]([CH:38]=[CH:39][C:40]=1[O:41][CH3:42])[CH:36]=O.[BH3-]C#N.[Na+].CO>C(O)(=O)C>[NH2:8][C:9]1[CH:26]=[CH:25][C:24]([O:27][C:28]([F:29])([F:30])[F:31])=[CH:23][C:10]=1[C:11]([NH:13][CH2:14][C:15]([NH:17][C@@H:18]1[CH2:22][CH2:21][N:20]([CH2:36][C:35]2[CH:38]=[CH:39][C:40]([O:41][CH3:42])=[C:33]([OH:32])[CH:34]=2)[CH2:19]1)=[O:16])=[O:12] |f:2.3|. Procedure: To a mixture of (R)-3-[N-{2-(tert-butoxycarbonylamino)-5-(trifluoromethoxy)benzoyl}glycyl]aminopyrrolidine (0.050 mmol), 3-hydroxy-4-methoxybenzaldehyde (0.060 mmol), NaBH3CN (0.15 mmol), and methanol (1.3 mL) was added acetic acid (0.050 mL). The reaction mixture was stirred at 60° C. for 8 h. The mixture was cooled to room temperature, loaded onto Varian™ SCX column, and washed with CH3OH (10 mL). Product was eluted off using 2 N NH3 in CH3OH (5 mL) and concentrated. To the resulting material ... Reactants: C(#N)C(CCCCCBr)(CCCC)C1=C(C=C(C=C1)Cl)Cl (6-cyano-6-(2,4-dichlorophenyl)decyl bromide), N1C=NC=C1 (imidazole), CN(C=O)C (N,N-dimethylformamide). The solvent is O (water). Yields the product C(#N)C(CCCCCN1C=NC=C1)(CCCC)C1=C(C=C(C=C1)Cl)Cl (1-[6-cyano-6-(2,4-dichlorophenyl)decyl]imidazole). Yield: 47.8%. Reaction SMILES: [C:1]([C:3]([C:14]1[CH:19]=[CH:18][C:17]([Cl:20])=[CH:16][C:15]=1[Cl:21])([CH2:10][CH2:11][CH2:12][CH3:13])[CH2:4][CH2:5][CH2:6][CH2:7][CH2:8]Br)#[N:2].[NH:22]1[CH:26]=[CH:25][N:24]=[CH:23]1.CN(C)C=O>O>[C:1]([C:3]([C:14]1[CH:19]=[CH:18][C:17]([Cl:20])=[CH:16][C:15]=1[Cl:21])([CH2:10][CH2:11][CH2:12][CH3:13])[CH2:4][CH2:5][CH2:6][CH2:7][CH2:8][N:22]1[CH:26]=[CH:25][N:24]=[CH:23]1)#[N:2]. Procedure details: A mixture of 6-cyano-6-(2,4-dichlorophenyl)decyl bromide (14.2g., 0.036 mole) imidazole (10g., 0.15 mole) and 5 ml. N,N-dimethylformamide is heated at 120° C. for 24 hours. The reaction mixture is poured into water and extracted with ether. The combined ether extracts are dried over magnesium sulfate and filtered. Into the ethereal solution is bubbled dry hydrogen chloride gas until no more oily precipitate forms. The solvent is then decanted and the oily residue is taken up in acetone and neutr...